This data is from the Open Reaction Database (ORD), a public repository of structured organic reaction records. The task is: describe an organic reaction: reactants, conditions, products, and yield The reactants are NC1CCN(CC1)CC12C3=CC=CC=C3C(C=3C=CC(=CC13)Cl)C2 (racemic 4-amino-1-[2-chloro-9,10-dihydro-9,10-methanoanthracen-9-ylmethyl]-piperidine), C(C)(C)N(CC)C(C)C (diisopropyl ethylamine), BrCC(=O)Br (bromoacetyl bromide). Run in C(Cl)Cl (methylene chloride). Reaction conditions: temperature 0 celsius, time 1 hour. Product: ClC1=CC=2C3(C4=CC=CC=C4C(C2C=C1)C3)CN3CCC(CC3)NC(CBr)=O (N-(1-[2-Chloro-9,10-dihydro-9,10-methanoanthracen-9-ylmethyl]-4-piperidyl)-2-bromoacetamide). Isolated yield 99.5%. RXN SMILES: [NH2:1][CH:2]1[CH2:7][CH2:6][N:5]([CH2:8][C:9]23[CH2:24][CH:16]([C:17]4[CH:18]=[CH:19][C:20]([Cl:23])=[CH:21][C:22]=42)[C:15]2[C:10]3=[CH:11][CH:12]=[CH:13][CH:14]=2)[CH2:4][CH2:3]1.C(N(C(C)C)CC)(C)C.[Br:34][CH2:35][C:36](Br)=[O:37]>C(Cl)Cl>[Cl:23][C:20]1[CH:19]=[CH:18][C:17]2[CH:16]3[CH2:24][C:9]([CH2:8][N:5]4[CH2:6][CH2:7][CH:2]([NH:1][C:36](=[O:37])[CH2:35][Br:34])[CH2:3][CH2:4]4)([C:10]4[C:15]3=[CH:14][CH:13]=[CH:12][CH:11]=4)[C:22]=2[CH:21]=1. Procedure details: To a cold (ice bath) stirred solution of racemic 4-amino-1-[2-chloro-9,10-dihydro-9,10-methanoanthracen-9-ylmethyl]-piperidine (4.25 g, 12.54 mmol, described in Example 7b), diisopropyl ethylamine (4.37 mL, 25.08 mmol) in methylene chloride (75 mL) was added bromoacetyl bromide (1.36 mL, 15.68 mmol). After stirring the resulting mixture for 1 h at 0° C., the cooling bath was removed and the reaction was allowed to reach ambient temperature and stirred for an additional 18 h. The reaction mixture... Starting materials: BrC1=NC=CC(=C1)[C@@H](CC)NS(=O)C(C)(C)C (2-methyl-propane-2-sulfinic acid [(R)-1-(2-bromo-pyridin-4-yl)-propyl]-amide), CS(=O)[O-].[Na+] (sodium methanesulfinate). Reagents/catalysts: [Cu]I (copper (I) iodide). Run in [NH4+].[Cl-] (NH4Cl), C(=O)(O)[O-].[Na+] (NaHCO3), CCOC(=O)C (EtOAc), CS(=O)C (DMSO). Run at temperature 130 celsius. The product is CS(=O)(=O)C1=NC=CC(=C1)[C@H](CC)NS(=O)C(C)(C)C (2-methyl-propane-2-sulfinic acid [(S)-1-(2-methanesulfonyl-pyridin-4-yl)-propyl]-amide). RXN SMILES: Br[C:2]1[CH:7]=[C:6]([C@H:8]([NH:11][S:12]([C:14]([CH3:17])([CH3:16])[CH3:15])=[O:13])[CH2:9][CH3:10])[CH:5]=[CH:4][N:3]=1.[CH3:18][S:19]([O-:21])=[O:20].[Na+]>CS(C)=O.[NH4+].[Cl-].C([O-])(O)=O.[Na+].CCOC(C)=O.[Cu]I>[CH3:18][S:19]([C:2]1[CH:7]=[C:6]([C@@H:8]([NH:11][S:12]([C:14]([CH3:17])([CH3:16])[CH3:15])=[O:13])[CH2:9][CH3:10])[CH:5]=[CH:4][N:3]=1)(=[O:21])=[O:20] |f:1.2,4.5,6.7|. Procedure details: To a solution of 2-methyl-propane-2-sulfinic acid [(R)-1-(2-bromo-pyridin-4-yl)-propyl]-amide (6.00 g, 18.8 mmol) in DMSO (240 ml) was added sodium methanesulfinate (6.77 g, 56.4 mmol) and copper (I) iodide (10.7 g, 56.4 mmol) The mixture was then heated at 130° C. for 45 minutes. The reaction was diluted with saturated aqueous NH4Cl (90 mL), saturated NaHCO3 (10 mL), and EtOAc (150 mL), and sonicated for 10 minutes to dissolve all the solids. The phases were separated and the organic layer was ...